This data is from the Open Reaction Database (ORD), a public repository of structured organic reaction records. The task is: describe an organic reaction: reactants, conditions, products, and yield Reactants: CCOCC (ether), N1=CC=C(C=C1)C1CCNCC1 (4-(4-Pyridyl)piperidine), C(C)(C)(C)OC(=O)N1CCN(CC1)C(=O)OC1=CC=C(C=C1)[N+](=O)[O-] (1-t-butoxycarbonyl-4-(4-nitrophenoxycarbonyl)piperazine). The solvent is CN(C=O)C (dimethylformamide). Conditions: temperature 105 celsius. Product: C(C)(C)(C)OC(=O)N1CCN(CC1)C(=O)N1CCC(CC1)C1=CC=NC=C1 (1-t-butoxycarbonyl-4-[4-(4-pyridyl)-1-piperidylcarbonyl]piperazine). The yield is 46.7%. RXN SMILES: [N:1]1[CH:6]=[CH:5][C:4]([CH:7]2[CH2:12][CH2:11][NH:10][CH2:9][CH2:8]2)=[CH:3][CH:2]=1.[C:13]([O:17][C:18]([N:20]1[CH2:25][CH2:24][N:23]([C:26](OC2C=CC([N+]([O-])=O)=CC=2)=[O:27])[CH2:22][CH2:21]1)=[O:19])([CH3:16])([CH3:15])[CH3:14].CCOCC>CN(C)C=O>[C:13]([O:17][C:18]([N:20]1[CH2:21][CH2:22][N:23]([C:26]([N:1]2[CH2:2][CH2:3][CH:4]([C:7]3[CH:12]=[CH:11][N:10]=[CH:9][CH:8]=3)[CH2:5][CH2:6]2)=[O:27])[CH2:24][CH2:25]1)=[O:19])([CH3:16])([CH3:14])[CH3:15]. Reported procedure: 4-(4-Pyridyl)piperidine (2.44 g) was added to a stirred suspension of 1-t-butoxycarbonyl-4-(4-nitrophenoxycarbonyl)piperazine (5.26 g) in dimethylformamide (90 mL) at 25° C. The reaction mixture was heated at 105° C. for 18 hours. The dimethylformamide was evaporated and water (500 mL) added, The aqueous phase was extracted with ethyl acetate. The organic phase was washed with 1M sodium hydroxide solution (5×100 mL) and saturated brine (2×100 mL), dried and evaporated, The residue was purified b... Reactants: C(C)OC(=O)C=1C(=C2C(N(C(=NC2=CC1C)CCC(=O)OCC)C1=C(C=CC=C1)Cl)=O)C (3-(2-Chlorophenyl)-2-(2-ethoxycarbonylethyl)-5,7-dimethyl-4-oxo-3,4-dihydroquinazoline-6-carboxylic acid ethyl ester), C(C)OC(C1=C(C(C(=O)O)=C(C=C1C)NC(CCC(=O)OCC)=O)C)=O (4-(3-ethoxycarbonylpropionylamino)-2,6-dimethylisophthalic acid 1-ethyl ester), ClC1=C(N)C=CC=C1 (2-chloroaniline), P(Cl)(Cl)Cl (phosphorus trichloride), C(O)([O-])=O.[Na+] (sodium hydrogen carbonate). Run in C1(=CC=CC=C1)C (toluene). Conditions: temperature 130 celsius. The product is C(C)OC(=O)C=1C(=C2C(N(C(=NC2=CC1C)CCC(NCC)=O)C1=C(C=CC=C1)Cl)=O)C (3-(2-Chlorophenyl)-2-(2-ethylcarbamoylethyl)-5,7-dimethyl-4-oxo-3,4-dihydroquinazoline-6-carboxylic acid ethyl ester). As a reaction SMILES: [CH2:1]([O:3][C:4]([C:6]1[C:7]([CH3:32])=[C:8]2[C:13](=[CH:14][C:15]=1[CH3:16])[N:12]=[C:11]([CH2:17][CH2:18][C:19]([O:21]CC)=O)[N:10]([C:24]1[CH:29]=[CH:28][CH:27]=[CH:26][C:25]=1[Cl:30])[C:9]2=[O:31])=[O:5])[CH3:2].C(OC(=O)C1C(C)=C[C:43]([NH:47]C(=O)CCC(OCC)=O)=[C:39](C(O)=O)C=1C)C.ClC1C=CC=CC=1N.P(Cl)(Cl)Cl.C(=O)([O-])O.[Na+]>C1(C)C=CC=CC=1>[CH2:1]([O:3][C:4]([C:6]1[C:7]([CH3:32])=[C:8]2[C:13](=[CH:14][C:15]=1[CH3:16])[N:12]=[C:11]([CH2:17][CH2:18][C:19](=[O:21])[NH:47][CH2:43][CH3:39])[N:10]([C:24]1[CH:29]=[CH:28][CH:27]=[CH:26][C:25]=1[Cl:30])[C:9]2=[O:31])=[O:5])[CH3:2] |f:4.5|. Procedure: 3-(2-Chlorophenyl)-2-(2-ethoxycarbonylethyl)-5,7-dimethyl-4-oxo-3,4-dihydroquinazoline-6-carboxylic acid ethyl ester: A stirred mixture of 4-(3-ethoxycarbonylpropionylamino)-2,6-dimethylisophthalic acid 1-ethyl ester (0.327 g, 0.89 mmol), 2-chloroaniline (0.28 mL, 2.66 mmol) and phosphorus trichloride (0.74 g, 5.4 mmol) in toluene (6 mL) is heated at 130° C. for 3 h. Upon cooling to room temperature, the reaction mixture is poured onto saturated sodium hydrogen carbonate solution and extracted w... Reactants: C(C)(C)(C)OC(=O)N1CCC(CC1)N1NC(C(C1C1=CC=NC=C1)C1=CC=C(C=C1)Cl)=O (4-[4-(4-Chloro-phenyl)-3-oxo-5-pyridin-4-yl-pyrazolidin-1-yl]-piperidine-1-carboxylic acid tert-butyl ester). The reagents and catalysts are [Pd] (palladium on carbon). Solvent: C(C)O (ethanol). Conditions: temperature 50 celsius. Yields the product C(C)(C)(C)OC(=O)N1CCC(CC1)N1NC(C(=C1C1=CC=NC=C1)C1=CC=C(C=C1)Cl)=O (4-[4-(4-Chloro-phenyl)-3-oxo-5-pyridin-4-yl-2,3-dihydro-pyrazol-1-yl]-piperidine-1-carboxylic acid tert-butyl ester). Reaction SMILES: [C:1]([O:5][C:6]([N:8]1[CH2:13][CH2:12][CH:11]([N:14]2[CH:18]([C:19]3[CH:24]=[CH:23][N:22]=[CH:21][CH:20]=3)[CH:17]([C:25]3[CH:30]=[CH:29][C:28]([Cl:31])=[CH:27][CH:26]=3)[C:16](=[O:32])[NH:15]2)[CH2:10][CH2:9]1)=[O:7])([CH3:4])([CH3:3])[CH3:2]>[Pd].C(O)C>[C:1]([O:5][C:6]([N:8]1[CH2:9][CH2:10][CH:11]([N:14]2[C:18]([C:19]3[CH:24]=[CH:23][N:22]=[CH:21][CH:20]=3)=[C:17]([C:25]3[CH:26]=[CH:27][C:28]([Cl:31])=[CH:29][CH:30]=3)[C:16](=[O:32])[NH:15]2)[CH2:12][CH2:13]1)=[O:7])([CH3:4])([CH3:2])[CH3:3]. Procedure details: To a solution of 4-[4-(4-Chloro-phenyl)-3-oxo-5-pyridin-4-yl-pyrazolidin-1-yl]-piperidine-1-carboxylic acid tert-butyl ester 0.42 gin ethanol 25 mL was added palladium on carbon 0.02 g. the reaction was heated to 50° C. for 48 hours. The reaction was cooled to room temperature, filtered and concentrated. Purification by flash chromatography gave the title compound as colorless oil. MS (ES+): 455 (M+H)+; (ES−): 453 (M−H). The reactants are CN1C(CC2=CC=CC=C12)C(=O)OC (methyl 1-methyl-indoline-2-carboxylate), [H-].[Al+3].[Li+].[H-].[H-].[H-] (lithium aluminum hydride). Solvent: O1CCCC1 (tetrahydrofuran). Yields the product CN1C(CC2=CC=CC=C12)CO (1-Methylindolin-2-ylmethanol). Yield: 100.3%. As a reaction SMILES: [CH3:1][N:2]1[C:10]2[C:5](=[CH:6][CH:7]=[CH:8][CH:9]=2)[CH2:4][CH:3]1[C:11](OC)=[O:12].[H-].[Al+3].[Li+].[H-].[H-].[H-]>O1CCCC1>[CH3:1][N:2]1[C:10]2[C:5](=[CH:6][CH:7]=[CH:8][CH:9]=2)[CH2:4][CH:3]1[CH2:11][OH:12] |f:1.2.3.4.5.6|. Procedure: A procedure similar to that described in Preparation 2 was repeated, except that 8.0 g of methyl 1-methyl-indoline-2-carboxylate (prepared as described in Preparation 5), 1.91 g of lithium aluminum hydride and 250 ml of tetrahydrofuran were used, to give 6.85 g of the title compound having Rf=0.35 (on silica gel thin layer chromatography using a 2:1 by volume mixture of hexane and ethyl acetate as the developing solvent).